This data is from the Open Reaction Database (ORD), a public repository of structured organic reaction records. The task is: describe an organic reaction: reactants, conditions, products, and yield Product: FC=1C=C2N(C(C=3N(C2=CC1)C=NC3C(=O)OC(C)(C)C)(C)C)C(=O)N3CCCC3 (tert-Butyl 7-fluoro-4,5-dihydro-4,4-dimethyl-5-[(pyrrolidino)carbonyl]imidazo[1,5-a]quinoxaline-3-carboxylate). Reaction SMILES: [F:1][C:2]1[CH:3]=[C:4]2[C:9](=[CH:10][CH:11]=1)[NH:8][C:7](=O)[C:6]([CH3:14])([CH3:13])[N:5]2[C:15]([N:17]1[CH2:21][CH2:20][CH2:19][CH2:18]1)=[O:16].[N+:22]([CH2:24][C:25]([O:27][C:28]([CH3:31])([CH3:30])[CH3:29])=[O:26])#[C-:23]>>[F:1][C:2]1[CH:3]=[C:4]2[C:9](=[CH:10][CH:11]=1)[N:8]1[CH:23]=[N:22][C:24]([C:25]([O:27][C:28]([CH3:31])([CH3:30])[CH3:29])=[O:26])=[C:7]1[C:6]([CH3:13])([CH3:14])[N:5]2[C:15]([N:17]1[CH2:21][CH2:20][CH2:19][CH2:18]1)=[O:16]. Reported procedure: Following the general procedure for EXAMPLE 30 and making non-critical variation but starting with 6-fluoro-1,2,3,4-tetrahydro-3,3-dimethyl-4-[(pyrrolidino)carbonyl]quinoxalin-2-one (XXXII, EXAMPLE 32, 0.750 g) and t-butyl isocyanoacetate (0.436 g) are converted to the title compound. After crystallization from ethyl ether/hexane, mp 168.5°-169.5°; MS (m/z) at 414; IR (mineral oil) 1713, 1668, 1520, 1181 and 1155 cm-1 ; NMR (CDCl3) 1.63, 1.8, 1.92, 2.08, 2.95, 3.23, 3.58, 6.52, 6.71 and 7.92 δ. Reactants: FC=1C=C2N(C(C(NC2=CC1)=O)(C)C)C(=O)N1CCCC1 (6-Fluoro-1,2,3,4-tetrahydro-3,3-dimethyl-4-[(pyrrolidino)carbonyl]quinoxalin-2-one), [N+](#[C-])CC(=O)OC(C)(C)C (t-butyl isocyanoacetate). Reactants: CCO, [Na+], [OH-], O, COc1ccccc1C1(O)CCC(c2ccccc2)(c2ccccc2)C2CN(C(=O)C(OC(C)=O)c3ccccc3)CC21. The product is COc1ccccc1C1(O)CCC(c2ccccc2)(c2ccccc2)C2CN(C(=O)C(O)c3ccccc3)CC21. Reaction SMILES: [CH3:47][CH2:48][OH:49].[Na+:2].[OH-:1].[OH2:3].[c:4]1([C:10]2([c:41]3[cH:42][cH:43][cH:44][cH:45][cH:46]3)[CH2:11][CH2:12][C:13]([OH:32])([c:33]3[c:34]([O:39][CH3:40])[cH:35][cH:36][cH:37][cH:38]3)[CH:14]3[CH2:15][N:16]([C:19]([CH:20]([c:21]4[cH:22][cH:23][cH:24][cH:25][cH:26]4)[O:27][C:28](=[O:29])[CH3:30])=[O:31])[CH2:17][CH:18]23)[cH:5][cH:6][cH:7][cH:8][cH:9]1>>[c:4]1([C:10]2([c:41]3[cH:42][cH:43][cH:44][cH:45][cH:46]3)[CH2:11][CH2:12][C:13]([OH:32])([c:33]3[c:34]([O:39][CH3:40])[cH:35][cH:36][cH:37][cH:38]3)[CH:14]3[CH2:15][N:16]([C:19]([CH:20]([c:21]4[cH:22][cH:23][cH:24][cH:25][cH:26]4)[OH:27])=[O:31])[CH2:17][CH:18]23)[cH:5][cH:6][cH:7][cH:8][cH:9]1. Starting materials: ClC1=CC(=CC=C1)C(=O)OO (m-chloroperbenzoic acid), BrC=1C=CC(=C(C(C2=NC=CC=C2)O)C1)O (5-bromo-2-hydroxy-α-(2-pyridyl)-benzyl alcohol), S(=O)([O-])[O-].[Na+].[Na+] (sodium sulfite). Run in C(Cl)(Cl)Cl (chloroform). Reaction conditions: time 10 minute. The product is BrC=1C=CC(=C(C(O)C2=[N+](C=CC=C2)[O-])C1)O (2-(5-bromo-2, α-dihydroxybenzyl)pyridine N-oxide). Yield: 74.4%. RXN SMILES: [Br:1][C:2]1[CH:3]=[CH:4][C:5]([OH:16])=[C:6]([CH:15]=1)[CH:7]([OH:14])[C:8]1[CH:13]=[CH:12][CH:11]=[CH:10][N:9]=1.ClC1C=CC=C(C(OO)=[O:25])C=1.S([O-])([O-])=O.[Na+].[Na+]>C(Cl)(Cl)Cl>[Br:1][C:2]1[CH:3]=[CH:4][C:5]([OH:16])=[C:6]([CH:15]=1)[CH:7]([C:8]1[CH:13]=[CH:12][CH:11]=[CH:10][N+:9]=1[O-:25])[OH:14] |f:2.3.4|. Reported procedure: To a solution of 5-bromo-2-hydroxy-α-(2-pyridyl)-benzyl alcohol (3.18 g) in chloroform (60 ml) was added at 0° C. 70% m-chloroperbenzoic acid (3.30 g). The mixture was stirred for 10 minutes at the same temperature, then for further 3.5 hours while warming up to room temperature. The reaction mixture was poured into an aqueous solution of sodium sulfite, followed by extraction with ethyl acetate. The extract solution was washed with an aqueous solution of sodium carbonate and a saturated aqueous...